From a dataset of the Open Reaction Database (ORD), a public repository of structured organic reaction records. describe an organic reaction: reactants, conditions, products, and yield Product: C(\C=C\C1=CC(O)=C(O)C=C1)(=O)N[C@@H]([C@H](OCC1=CC=CC=C1)C)C(=O)NCCC1=CC(O)=C(O)C=C1 (N-(Nα-Caffeoyl-O-benzyl-L-threonyl)dopamine), crystals. Procedure details: The title compound was prepared from N-[Nα-(tert-butoxycarbonyl)-O-benzyl-L-threonyl]dopamine (1.0 g, 2.3 mmol, example 9, step A) as described for example 9 (step B) using caffeic acid (620 mg, 3.4 mmol) instead of 3,4-dihydroxybenzoic acid. The crude material was purified by flash chromatography using 30% EtOAc/CHCl3 and 5% MeOH/CHCl3 as the eluent. The title compound was obtained as yellow crystals (717 mg, 62%). RXN SMILES: C(OC([NH:8][C@H:9]([C:20]([NH:22][CH2:23][CH2:24][C:25]1[CH:32]=[CH:31][C:29]([OH:30])=[C:27]([OH:28])[CH:26]=1)=[O:21])[C@@H:10]([CH3:19])[O:11][CH2:12][C:13]1[CH:18]=[CH:17][CH:16]=[CH:15][CH:14]=1)=O)(C)(C)C.[C:33]([OH:45])(=O)/[CH:34]=[CH:35]/[C:36]1[CH:43]=[CH:42][C:40]([OH:41])=[C:38]([OH:39])[CH:37]=1>>[C:33]([NH:8][C@H:9]([C:20]([NH:22][CH2:23][CH2:24][C:25]1[CH:32]=[CH:31][C:29]([OH:30])=[C:27]([OH:28])[CH:26]=1)=[O:21])[C@@H:10]([CH3:19])[O:11][CH2:12][C:13]1[CH:14]=[CH:15][CH:16]=[CH:17][CH:18]=1)(=[O:45])/[CH:34]=[CH:35]/[C:36]1[CH:43]=[CH:42][C:40]([OH:41])=[C:38]([OH:39])[CH:37]=1. Reactants: C(C)(C)(C)OC(=O)N[C@@H]([C@H](OCC1=CC=CC=C1)C)C(=O)NCCC1=CC(O)=C(O)C=C1 (N-[Nα-(tert-butoxycarbonyl)-O-benzyl-L-threonyl]dopamine), C(\C=C\C1=CC(O)=C(O)C=C1)(=O)O (caffeic acid). Isolated yield 62.0%.